The task is: describe an organic reaction: reactants, conditions, products, and yield. This data is from the Open Reaction Database (ORD), a public repository of structured organic reaction records. The reactants are C(C(=O)O)(=O)O (oxalic acid), O1[C@@H](C1)COC1=C2C=CNC2=CC=C1 ((S)-(+)-4-(oxiranylmethoxy)-1H-indole), FC1=C(C=CC=C1)C1CCNCC1 (4-(2-fluorophenyl)piperidine), CO (methanol). Solvent: C(C)(=O)OCC (ethyl acetate), C(C)(=O)OCC (ethyl acetate). Product: C(C(=O)O)(=O)O.N1C=CC2=C(C=CC=C12)OC[C@H](CN1CCC(CC1)C1=C(C=CC=C1)F)O ((2S)-(-)-1-(4-indolyloxy)-3-(4-(2-fluorophenyl)piperidin-1-yl)-2-propanol ethanedioate). Reaction SMILES: [O:1]1[CH2:3][C@H:2]1[CH2:4][O:5][C:6]1[CH:14]=[CH:13][CH:12]=[C:11]2[C:7]=1[CH:8]=[CH:9][NH:10]2.[F:15][C:16]1[CH:21]=[CH:20][CH:19]=[CH:18][C:17]=1[CH:22]1[CH2:27][CH2:26][NH:25][CH2:24][CH2:23]1.[C:28]([OH:33])(=[O:32])[C:29]([OH:31])=[O:30].CO>C(OCC)(=O)C>[C:28]([OH:33])(=[O:32])[C:29]([OH:31])=[O:30].[NH:10]1[C:11]2[C:7](=[C:6]([O:5][CH2:4][C@@H:2]([OH:1])[CH2:3][N:25]3[CH2:26][CH2:27][CH:22]([C:17]4[CH:18]=[CH:19][CH:20]=[CH:21][C:16]=4[F:15])[CH2:23][CH2:24]3)[CH:14]=[CH:13][CH:12]=2)[CH:8]=[CH:9]1 |f:5.6|. Procedure: The title compound was prepared in similar fashion from (S)-(+)-4-(oxiranylmethoxy)-1H-indole and 4-(2-fluorophenyl)piperidine. The resulting free base was dissolved in ethyl acetate, and precipitated with one equivalent of oxalic acid in ethyl acetate in 40% overall yield. FDMS m/e=368 (M+ of free base). α[D]589 =-12.31 (c=0.61, methanol). Starting materials: C1(CC1)C1=C(C=C(C(=N1)C=1OC(=NN1)C(C(F)(F)F)(C)O[Si](C(C)C)(C(C)C)C(C)C)N)C(F)(F)F (6-Cyclopropyl-2-(5-(1,1,1-trifluoro-2-(triisopropylsilyloxy)propan-2-yl)-1,3,4-oxadiazol-2-yl)-5-(trifluoromethyl)pyridin-3-amine), [F-].C(CCC)[N+](CCCC)(CCCC)CCCC (tetra-n-butylammonium fluoride). Run in C1CCOC1 (THF). Conditions: time 5 minute. Yields the product NC=1C(=NC(=C(C1)C(F)(F)F)C1CC1)C1=NN=C(O1)C(C(F)(F)F)(C)O (2-(5-(3-Amino-6-cyclopropyl-5-(trifluoromethyl)pyridin-2-yl)-1,3,4-oxadiazol-2-yl)-1,1,1-trifluoropropan-2-ol). Reaction SMILES: [CH:1]1([C:4]2[N:9]=[C:8]([C:10]3[O:11][C:12]([C:15]([O:21][Si](C(C)C)(C(C)C)C(C)C)([CH3:20])[C:16]([F:19])([F:18])[F:17])=[N:13][N:14]=3)[C:7]([NH2:32])=[CH:6][C:5]=2[C:33]([F:36])([F:35])[F:34])[CH2:3][CH2:2]1.[F-].C([N+](CCCC)(CCCC)CCCC)CCC>C1COCC1>[NH2:32][C:7]1[C:8]([C:10]2[O:11][C:12]([C:15]([OH:21])([CH3:20])[C:16]([F:19])([F:18])[F:17])=[N:13][N:14]=2)=[N:9][C:4]([CH:1]2[CH2:3][CH2:2]2)=[C:5]([C:33]([F:34])([F:36])[F:35])[CH:6]=1 |f:1.2|. Procedure details: A solution of 6-cyclopropyl-2-(5-(1,1,1-trifluoro-2-(triisopropylsilyloxy)propan-2-yl)-1,3,4-oxadiazol-2-yl)-5-(trifluoromethyl)pyridin-3-amine (step 4) (200 mg, 0.371 mmol) in dry THF (10 ml) was treated with silica supported tetra-n-butylammonium fluoride (500 mg, 0.750 mmol). The resulting red suspension was stirred at RT for 5 minutes and filtered through Celite® (filter material). The mixture was washed through with THF (10 ml) and the filtrate was concentrated in vacuo to give an orange oi... Reactants: CCOC(=O)CSCc1ccc(OC)cc1, CN([SiH](C)C)[Si](C)(C)C, CN1CCCN(C)C1=O, ClCCCCCI, [Li], C1CCOC1. Product: CCOC(=O)C1(SCc2ccc(OC)cc2)CCCCC1. As a reaction SMILES: [C:11](=[O:12])([O:13][CH2:14][CH3:15])[CH2:16][S:17][CH2:18][c:19]1[cH:20][cH:21][c:22]([O:25][CH3:26])[cH:23][cH:24]1.[CH3:1][SiH:2]([CH3:3])[N:4]([CH3:5])[Si:6]([CH3:7])([CH3:8])[CH3:9].[CH3:34][N:35]1[CH2:36][CH2:37][CH2:38][N:39]([CH3:40])[C:41]1=[O:42].[I:27][CH2:28][CH2:29][CH2:30][CH2:31][CH2:32][Cl:33].[Li:10].[O:43]1[CH2:44][CH2:45][CH2:46][CH2:47]1>>[C:11](=[O:12])([O:13][CH2:14][CH3:15])[C:16]1([S:17][CH2:18][c:19]2[cH:20][cH:21][c:22]([O:25][CH3:26])[cH:23][cH:24]2)[CH2:28][CH2:29][CH2:30][CH2:31][CH2:32]1.